The task is: describe an organic reaction: reactants, conditions, products, and yield. This data is from the Open Reaction Database (ORD), a public repository of structured organic reaction records. Starting materials: C(C)OC(=O)C1CCC(CC1)=O (4-oxo-cyclohexane carboxylic acid ethyl ester), crude product, BrC1C(CCC(C1)C(C)C)=O (2-bromo-4-isopropyl-cyclohexanone). Product: C(C)OC(=O)C1CC(C(CC1)=O)Br (3-bromo-4-oxo-cyclohexane carboxylic acid ethyl ester). As a reaction SMILES: [CH2:1]([O:3][C:4]([CH:6]1[CH2:11][CH2:10][C:9](=[O:12])[CH2:8][CH2:7]1)=[O:5])[CH3:2].[Br:13]C1CC(C(C)C)CCC1=O>>[CH2:1]([O:3][C:4]([CH:6]1[CH2:11][CH2:10][C:9](=[O:12])[CH:8]([Br:13])[CH2:7]1)=[O:5])[CH3:2]. Reported procedure: The bromination of 4-oxo-cyclohexane carboxylic acid ethyl ester takes place in a manner similar to that described above for the preparation of 2-bromo-4-isopropyl-cyclohexanone. The title compound is reacted as a crude product without further characterization. The reactants are CC(C)(C)OC(=O)c1ccc(-c2ccccc2)cc1Nc1ccccc1, O=C(O)C(F)(F)F. The product is O=C(O)c1ccc(-c2ccccc2)cc1Nc1ccccc1. RXN SMILES: [NH:8]([c:9]1[cH:10][cH:11][cH:12][cH:13][cH:14]1)[c:15]1[c:16]([C:17](=[O:18])[O:19][C:20]([CH3:21])([CH3:22])[CH3:23])[cH:24][cH:25][c:26](-[c:28]2[cH:29][cH:30][cH:31][cH:32][cH:33]2)[cH:27]1.[OH:1][C:2]([C:3]([F:4])([F:5])[F:6])=[O:7]>>[NH:8]([c:9]1[cH:10][cH:11][cH:12][cH:13][cH:14]1)[c:15]1[c:16]([C:17](=[O:18])[OH:19])[cH:24][cH:25][c:26](-[c:28]2[cH:29][cH:30][cH:31][cH:32][cH:33]2)[cH:27]1. Reactants: [Li]CCCC (n-BuLi), CC(C(=O)NC1=CC(=CC=C1)C(F)(F)F)(C)C (2,2-dimethyl-3'-trifluoromethyl-propionanilide), CI (methyl iodide). Run in O1CCCC1 (tetrahydrofuran), O1CCCC1 (tetrahydrofuran). Conditions: temperature 5 celsius. Yields the product CC(C(=O)NC1=C(C(=CC=C1)C(F)(F)F)C)(C)C (2,2,2'-trimethyl-3'-trifluoromethyl-propionanilide). Isolated yield 80.0%. RXN SMILES: [CH3:1][C:2]([CH3:17])([CH3:16])[C:3]([NH:5][C:6]1[CH:11]=[CH:10][CH:9]=[C:8]([C:12]([F:15])([F:14])[F:13])[CH:7]=1)=[O:4].[Li][CH2:19]CCC.CI>O1CCCC1>[CH3:1][C:2]([CH3:17])([CH3:16])[C:3]([NH:5][C:6]1[CH:11]=[CH:10][CH:9]=[C:8]([C:12]([F:13])([F:14])[F:15])[C:7]=1[CH3:19])=[O:4]. Reported procedure: A solution of 2,2-dimethyl-3'-trifluoromethyl-propionanilide (6.1 g, 25 mmol) in 100 ml dry tetrahydrofuran was cooled to 0° C. under nitrogen atmosphere and a solution of n-BuLi (1.6M in hexane, 50 ml, 75 mmol) was added dropwise in such a rate that the internal temperature did not rise above 10° C. (about 20 min.) and it was stirred at that temperature for 10 more minutes during which time a grayish turbidity appeared. The cooling bath was removed and the reaction mixture was stirred at room t... Reactants: C(C)C1=CC(=C(S1)N1C(=NN=C1CCCCCCCCCCC)CO)C(C1=CC=C(C=C1)O)=O (5-ethyl-3-(4-hydroxybenzoyl)-2-(3-hydroxymethyl-5-undecyl1,2,4-triazol-4-yl)thiophene), [BH4-].[Na+] (sodium borohydride). The solvent is C(C)O (ethanol). The product is C(C)C1=CC2=C(N3C(COC2C2=CC=C(C=C2)O)=NN=C3CCCCCCCCCCC)S1 (2-ethyl-4-(4-hydroxyphenyl)-9-undecyl-4H,6H-thieno[2,3-e][1,2,4]triazolo[3,4-c][1,4]oxazepine). The yield is 122.2%. Reaction SMILES: [CH2:1]([C:3]1[S:7][C:6]([N:8]2[C:12]([CH2:13][CH2:14]CCCCCCCCC)=[N:11][N:10]=[C:9]2[CH2:24][OH:25])=[C:5]([C:26](=O)[C:27]2[CH:32]=[CH:31][C:30]([OH:33])=[CH:29][CH:28]=2)[CH:4]=1)[CH3:2].[BH4-].[Na+]>C(O)C>[CH2:1]([C:3]1[S:7][C:6]2[N:8]3[C:12]([CH2:13][CH2:14][CH2:2][CH2:1][CH2:3][CH2:4][CH2:5][CH2:26][CH2:27][CH2:28][CH3:29])=[N:11][N:10]=[C:9]3[CH2:24][O:25][CH:26]([C:27]3[CH:28]=[CH:29][C:30]([OH:33])=[CH:31][CH:32]=3)[C:5]=2[CH:4]=1)[CH3:2] |f:1.2|. Procedure: 5-Ethyl-3-(4-hydroxybenzoyl)-2-(3-hydroxymethyl-5-undecyl-1,2,4-triazol-4-yl)thiophene (11 g) obtained in Example 21 was dissolved in ethanol (60 ml). Thereto was added sodium borohydride (431 mg) with stirring and the mixture was stirred at room temperature for 1 hour. After the ethanol was distilled away, 5% aqueous sodium hydrogencarbonate was added to the residue and the liberated oily substance was extracted with ethyl acetate. The extract was washed with water and dried over anhydrous magn... The product is Cl (HCl), CC1=NOC(=C1C=1C=C2C(=NC1[C@H](C)N)C=CN2C)C ((1S)-1-(6-(3,5-Dimethylisoxazol-4-yl)-1-methyl-1H-pyrrolo[3,2-b]pyridin-5-yl)ethanamine). Reaction SMILES: [CH3:1][C:2]1[C:6]([C:7]2[CH:8]=[C:9]3[N:25]([CH3:26])[CH:24]=[CH:23][C:10]3=[N:11][C:12]=2[C@@H:13]([NH:15]C(=O)OC(C)(C)C)[CH3:14])=[C:5]([CH3:27])[O:4][N:3]=1.[ClH:28].O1CCOCC1>C(Cl)Cl>[ClH:28].[CH3:1][C:2]1[C:6]([C:7]2[CH:8]=[C:9]3[N:25]([CH3:26])[CH:24]=[CH:23][C:10]3=[N:11][C:12]=2[C@@H:13]([NH2:15])[CH3:14])=[C:5]([CH3:27])[O:4][N:3]=1. Run at temperature 20 celsius, time 21 hour. Starting materials: CC1=NOC(=C1C=1C=C2C(=NC1[C@H](C)NC(OC(C)(C)C)=O)C=CN2C)C (tert-butyl ((1S)-1-(6-(3,5-dimethylisoxazol-4-yl)-1-methyl-1H-pyrrolo[3,2-b]pyridin-5-yl)ethyl)carbamate), Cl (HCl), O1CCOCC1 (dioxane). The solvent is C(Cl)Cl (DCM). Procedure details: To a solution of tert-butyl ((1S)-1-(6-(3,5-dimethylisoxazol-4-yl)-1-methyl-1H-pyrrolo[3,2-b]pyridin-5-yl)ethyl)carbamate (105 mg, 0.283 mmol) in anhydrous DCM (3.0 mL) was added 4 N HCl in dioxane (0.40 mL, 1.6 mmol). The solution was stirred at 20° C. for 21 hours and then concentrated in vacuo to give an HCl salt of the title compound as a white solid, which was used without further purification. ESI-MS m/z [M+H]+ calc'd for C15H18N4O, 271; found 271. Reactants: C(#N)C=1C=C(C=CC1)B(O)O (3-cyanophenylboronic acid), BrC1=CC=C2CC3(C(C2=C1)=O)CCC1=C(C=NN=C1)CC3 (6′-bromo-5,6,8,9-tetrahydrospiro[cyclohepta[d]pyridazine-7,2′-inden]-1′(3′H)-one), BrC1=CC=C2CC3(C(C2=C1)=O)CC1=C(C=NN=C1)CCC3 (6′-bromo-5,7,8,9-tetrahydrospiro[cyclohepta[d]pyridazine-6,2′-inden]-1′(3′H)-one), C(=O)([O-])[O-].[Cs+].[Cs+] (Cs2CO3). The reagents and catalysts are Cl[Pd]([P](C1=CC=CC=C1)(C2=CC=CC=C2)C3=CC=CC=C3)([P](C4=CC=CC=C4)(C5=CC=CC=C5)C6=CC=CC=C6)Cl (PdCl2(PPh3)2). Run in O1CCOCC1 (1,4-dioxane), O (water), C(Cl)Cl (CH2Cl2). Run at temperature 110 celsius, time 2 minute. The product is O=C1C2(CC3=CC=C(C=C13)C=1C=C(C#N)C=CC1)CCC1=C(C=NN=C1)CC2 (3-(1′-oxo-1′,3′,5,6,8,9-hexahydrospiro[cyclohepta[d]pyridazine-7,2′-inden]-6′-yl)benzonitrile), O=C1C2(CC3=CC=C(C=C13)C=1C=C(C#N)C=CC1)CC1=C(C=NN=C1)CCC2 (3-(1′-oxo-1′,3′,5,7,8,9-hexahydrospiro[cyclohepta[d]pyridazine-6,2′-inden]-6′-yl)benzonitrile). RXN SMILES: Br[C:2]1[CH:10]=[C:9]2[C:5]([CH2:6][C:7]3([CH2:21][CH2:20][C:15]4[CH:16]=[N:17][N:18]=[CH:19][C:14]=4[CH2:13][CH2:12]3)[C:8]2=[O:11])=[CH:4][CH:3]=1.Br[C:23]1[CH:31]=[C:30]2[C:26]([CH2:27][C:28]3([CH2:42][CH2:41][CH2:40][C:35]4[CH:36]=[N:37][N:38]=[CH:39][C:34]=4[CH2:33]3)[C:29]2=[O:32])=[CH:25][CH:24]=1.[C:43]([C:45]1[CH:46]=[C:47](B(O)O)[CH:48]=[CH:49][CH:50]=1)#[N:44].C([O-])([O-])=O.[Cs+].[Cs+]>C(Cl)Cl.Cl[Pd](Cl)([P](C1C=CC=CC=1)(C1C=CC=CC=1)C1C=CC=CC=1)[P](C1C=CC=CC=1)(C1C=CC=CC=1)C1C=CC=CC=1.O.O1CCOCC1>[O:11]=[C:8]1[C:9]2[C:5](=[CH:4][CH:3]=[C:2]([C:49]3[CH:50]=[C:45]([CH:46]=[CH:47][CH:48]=3)[C:43]#[N:44])[CH:10]=2)[CH2:6][C:7]21[CH2:12][CH2:13][C:14]1[CH:19]=[N:18][N:17]=[CH:16][C:15]=1[CH2:20][CH2:21]2.[O:32]=[C:29]1[C:30]2[C:26](=[CH:25][CH:24]=[C:23]([C:49]3[CH:50]=[C:45]([CH:46]=[CH:47][CH:48]=3)[C:43]#[N:44])[CH:31]=2)[CH2:27][C:28]21[CH2:42][CH2:41][CH2:40][C:35]1[CH:36]=[N:37][N:38]=[CH:39][C:34]=1[CH2:33]2 |f:3.4.5,^1:65,84|. Procedure: A 10 mL microwave tube was charged with a mixture of 6′-bromo-5,6,8,9-tetrahydrospiro[cyclohepta[d]pyridazine-7,2′-inden]-1′(3′H)-one and 6′-bromo-5,7,8,9-tetrahydrospiro[cyclohepta[d]pyridazine-6,2′-inden]-1′(3′H)-one (0.1646 g), obtained as described above, 3-cyanophenylboronic acid (0.2530 g, 1.7 mmol), Cs2CO3 (0.6177 g, 1.9 mmol), 1,4-dioxane (4 mL), water (1 mL), and PdCl2(PPh3)2 (0.0360 g, 0.05 mmol). The tube was heated in a CEM microwave reactor at 110° C. for 30 min. The reaction mixtur...